Dataset: the Open Reaction Database (ORD), a public repository of structured organic reaction records. Task: describe an organic reaction: reactants, conditions, products, and yield The reactants are CC(C)(C)O, Cc1ccnc2sc(-c3ccc(C(F)(F)F)cc3)nc12, [K+], O=[Mn](=O)(=O)[O-], O. Reaction SMILES: [C:28]([OH:29])([CH3:30])([CH3:31])[CH3:32].[CH3:7][c:8]1[c:9]2[c:10]([n:11][cH:12][cH:13]1)[s:14][c:15](-[c:17]1[cH:18][cH:19][c:20]([C:23]([F:24])([F:25])[F:26])[cH:21][cH:22]1)[n:16]2.[K+:6].[Mn:1](=[O:2])([O-:3])(=[O:4])=[O:5].[OH2:27]>>[OH:2][C:7]([c:8]1[c:9]2[c:10]([n:11][cH:12][cH:13]1)[s:14][c:15](-[c:17]1[cH:18][cH:19][c:20]([C:23]([F:24])([F:25])[F:26])[cH:21][cH:22]1)[n:16]2)=[O:27]. Yields the product O=C(O)c1ccnc2sc(-c3ccc(C(F)(F)F)cc3)nc12.